This data is from the Open Reaction Database (ORD), a public repository of structured organic reaction records. The task is: describe an organic reaction: reactants, conditions, products, and yield Reactants: ice water, ClC1=C(COC2=C(C=C(C=C2Cl)O)Cl)C=CC=C1 (4-(2-chlorobenzyloxy)-3,5-dichlorophenol), C(C)OC(CBr)OCC (bromoacetaldehyde diethyl acetal), C([O-])([O-])=O.[K+].[K+] (potassium carbonate). Run in CN(C=O)C (N,N-dimethylformamide). Reaction conditions: temperature 90 celsius, time 6 hour. Yields the product C(C)OC(COC1=CC(=C(C(=C1)Cl)OCC1=C(C=CC=C1)Cl)Cl)OCC (4-(2-chlorobenzyloxy)-3,5-dichlorophenoxyacetaldehyde diethyl acetal). Isolated yield 72.0%. As a reaction SMILES: [Cl:1][C:2]1[CH:18]=[CH:17][CH:16]=[CH:15][C:3]=1[CH2:4][O:5][C:6]1[C:11]([Cl:12])=[CH:10][C:9]([OH:13])=[CH:8][C:7]=1[Cl:14].[CH2:19]([O:21][CH:22]([O:25][CH2:26][CH3:27])[CH2:23]Br)[CH3:20].C(=O)([O-])[O-].[K+].[K+]>CN(C)C=O>[CH2:19]([O:21][CH:22]([O:25][CH2:26][CH3:27])[CH2:23][O:13][C:9]1[CH:10]=[C:11]([Cl:12])[C:6]([O:5][CH2:4][C:3]2[CH:15]=[CH:16][CH:17]=[CH:18][C:2]=2[Cl:1])=[C:7]([Cl:14])[CH:8]=1)[CH3:20] |f:2.3.4|. Reported procedure: A mixture of 0.85 g of 4-(2-chlorobenzyloxy)-3,5-dichlorophenol, 0.47 ml of bromoacetaldehyde diethyl acetal, 0.46 g of potassium carbonate and 20 ml of N,N-dimethylformamide was stirred at 90° C. for 6 hours. After cooling to room temperature, the reaction mixture was poured into ice water, and extracted twice with 50 ml of diethyl ether. The combined ether layer was washed with water, and dried with anhydrous magnesium sulfate, followed by removal of the solvent by distillation under reduced p...